This data is from the Open Reaction Database (ORD), a public repository of structured organic reaction records. The task is: describe an organic reaction: reactants, conditions, products, and yield Reactants: C(C=C)[Mg]Cl (allylmagnesium chloride), O1CCCC1 (tetrahydrofuran), ClC1(OC2=C(CC1)C(=C(C(=C2C)C)OCC2=CC=CC=C2)C)C (rac-2-chloro-3,4-dihydro-2,5,7,8-tetramethyl-6-(phenylmethoxy)-2H-1-benzopyran). Solvent: CCOCC (ether). The product is C1(=CC=CC=C1)COC=1C(=C(C2=C(CCC(O2)(C)CC=C)C1C)C)C (rac-3,4-dihydro-6-(phenylmethoxy)-2-(2-propenyl)-2,5,7,8-tetramethyl-2H-1-benzopyran). Yield: 57.2%. Reaction SMILES: [CH2:1]([Mg]Cl)[CH:2]=C.Cl[C:7]1([CH3:28])[CH2:12][CH2:11][C:10]2[C:13]([CH3:27])=[C:14]([O:19][CH2:20][C:21]3[CH:26]=[CH:25][CH:24]=[CH:23][CH:22]=3)[C:15]([CH3:18])=[C:16]([CH3:17])[C:9]=2[O:8]1.O1CCC[CH2:30]1>CCOCC>[C:21]1([CH2:20][O:19][C:14]2[C:15]([CH3:18])=[C:16]([CH3:17])[C:9]3[O:8][C:7]([CH2:28][CH:1]=[CH2:2])([CH3:30])[CH2:12][CH2:11][C:10]=3[C:13]=2[CH3:27])[CH:22]=[CH:23][CH:24]=[CH:25][CH:26]=1. Procedure: To 12 mL (24 mmol) of 2M allylmagnesium chloride in tetrahydrofuran, cooled in an ice bath, was added, with stirring, a solution of 4.95 g (14.98 mmol) of rac-2-chloro-3,4-dihydro-2,5,7,8-tetramethyl-6-(phenylmethoxy)-2H-1-benzopyran in 60 mL of anhydrous ether. The reaction mixture was stirred at 0° C. for 6 hr then worked up by being poured into cold, saturated NH4Cl solution and ether extraction. The product (5.4 g of a pale-yellow oil) was dissolved in 40 mL of methanol and 10 mL of ether co... Starting materials: OS(=O)(=O)[O-].[Na+] (NaHSO4), COC1=CSC=C1CCCC (3-methoxy-4-butylthiophene), BrC1=CSC=C1CCCC (3-bromo-4-butylthiophene), C[O-].[Na+] (sodium methylate). Run in C1(=CC=CC=C1)C (toluene), CO (methanol), C(CCCCC)O (1-hexanol). The product is C(CCCCC)OC1=CSC=C1CCCC (3-Hexyloxy-4-butylthiophene). Reaction SMILES: [CH3:1][O:2][C:3]1[C:7]([CH2:8][CH2:9][CH2:10][CH3:11])=[CH:6][S:5][CH:4]=1.Br[C:13]1[C:17]([CH2:18][CH2:19]CC)=CS[CH:14]=1.C[O-].[Na+].OS([O-])(=O)=O.[Na+]>CO.C(O)CCCCC.C1(C)C=CC=CC=1>[CH2:1]([O:2][C:3]1[C:7]([CH2:8][CH2:9][CH2:10][CH3:11])=[CH:6][S:5][CH:4]=1)[CH2:14][CH2:13][CH2:17][CH2:18][CH3:19] |f:2.3,4.5|. Procedure details: 10 g of 3-methoxy-4-butylthiophene, prepared from 3-bromo-4-butylthiophene by reaction with sodium methylate in methanol with catalysis by CuO, b.p. 54° C./0.26 mbar, were dissolved as in Example 14 in 50 cm3 of 1-hexanol and 30 ml of toluene, and 1 g of NaHSO4 was added. After distilling off 6 cm3 of azeotrope, the batch was worked up as in Example 14. Yield 8.5 g of 3-hexyloxy-4-butylthiophene of b.p. 112° to 116° C./0.26 mbar, which corresponds to 60% of theory. Starting materials: CC(C(=O)O)O.C(C(=O)O)O (ATRIGEL), C[C@@H]1CC[C@H]2C[C@@H](/C(=C/C=C/C=C/[C@H](C[C@H](C(=O)[C@@H]([C@@H](/C(=C/[C@H](C(=O)C[C@H](OC(=O)[C@@H]3CCCCN3C(=O)C(=O)[C@@]1(O2)O)[C@H](C)C[C@@H]4CC[C@H]([C@@H](C4)OC)O)C)/C)O)OC)C)C)/C)OC (rapamycin). Yields the product C[C@@H]1CC[C@H]2C[C@@H](/C(=C/C=C/C=C/[C@H](C[C@H](C(=O)[C@@H]([C@@H](/C(=C/[C@H](C(=O)C[C@H](OC(=O)[C@@H]3CCCCN3C(=O)C(=O)[C@@]1(O2)O)[C@H](C)C[C@@H]4CC[C@H]([C@@H](C4)OC)O)C)/C)O)OC)C)C)/C)OC.CC(C(=O)O)O.C(C(=O)O)O (Rapamycin ATRIGEL). As a reaction SMILES: [CH3:1][CH:2]([OH:6])[C:3]([OH:5])=[O:4].[CH2:7]([OH:11])[C:8]([OH:10])=[O:9].[CH3:12][C@H:13]1[C@@:52]2([OH:54])[O:53][C@H:16]([CH2:17][C@H:18]([O:75][CH3:76])[C:19]([CH3:74])=[CH:20][CH:21]=[CH:22][CH:23]=[CH:24][C@@H:25]([CH3:73])[CH2:26][C@@H:27]([CH3:72])[C:28]([C@H:30]([O:70][CH3:71])[C@H:31]([OH:69])[C:32]([CH3:68])=[CH:33][C@@H:34]([CH3:67])[C:35]([CH2:37][C@@H:38]([C@@H:55]([CH2:57][C@H:58]3[CH2:63][C@@H:62]([O:64][CH3:65])[C@H:61]([OH:66])[CH2:60][CH2:59]3)[CH3:56])[O:39][C:40]([C@H:42]3[N:47]([C:48]([C:50]2=[O:51])=[O:49])[CH2:46][CH2:45][CH2:44][CH2:43]3)=[O:41])=[O:36])=[O:29])[CH2:15][CH2:14]1>>[CH3:12][C@H:13]1[C@@:52]2([OH:54])[O:53][C@H:16]([CH2:17][C@H:18]([O:75][CH3:76])[C:19]([CH3:74])=[CH:20][CH:21]=[CH:22][CH:23]=[CH:24][C@@H:25]([CH3:73])[CH2:26][C@@H:27]([CH3:72])[C:28]([C@H:30]([O:70][CH3:71])[C@H:31]([OH:69])[C:32]([CH3:68])=[CH:33][C@@H:34]([CH3:67])[C:35]([CH2:37][C@@H:38]([C@@H:55]([CH2:57][C@H:58]3[CH2:63][C@@H:62]([O:64][CH3:65])[C@H:61]([OH:66])[CH2:60][CH2:59]3)[CH3:56])[O:39][C:40]([C@H:42]3[N:47]([C:48]([C:50]2=[O:51])=[O:49])[CH2:46][CH2:45][CH2:44][CH2:43]3)=[O:41])=[O:36])=[O:29])[CH2:15][CH2:14]1.[CH3:1][CH:2]([OH:6])[C:3]([OH:5])=[O:4].[CH2:7]([OH:11])[C:8]([OH:10])=[O:9] |f:0.1,3.4.5|. Reported procedure: The preparation of the A/B syringe configuration was done as follows: to 1.2 mL female syringes approximately 980 mg of sterilized ATRIGEL® polymer solutions was added. Then, in 1.2 mL male syringes, approximately 20 mg of rapamycin was weighed. Prior to injection the two syringes were coupled and mixed 90 cycles to afford the 2.0 weight % formulation. Reactants: N(=O)[O-].[Na+] (sodium nitrite), NC1=NOC(=N1)C1CN(CC(C1)C1=CC=C(C=C1)C(F)(F)F)C(=O)N1CCOCC1 ({3-(3-Amino-1,2,4-oxadiazol-5-yl)-5-[4-(trifluoromethyl)phenyl]piperidin-1-yl}(morpholin-4-yl)methanone), Cl (hydrogen chloride), Cl (hydrogen chloride). Solvent: O (water). Reaction conditions: temperature 0 celsius, time 1 hour. Yields the product ClC1=NOC(=N1)C1CN(CC(C1)C1=CC=C(C=C1)C(F)(F)F)C(=O)N1CCOCC1 ({3-(3-Chloro-1,2,4-oxadiazol-5-yl)-5-[4-(trifluoromethyl)phenyl]piperidin-1-yl}(morpholin-4-yl)methanone). RXN SMILES: N([O-])=O.[Na+].N[C:6]1[N:10]=[C:9]([CH:11]2[CH2:16][CH:15]([C:17]3[CH:22]=[CH:21][C:20]([C:23]([F:26])([F:25])[F:24])=[CH:19][CH:18]=3)[CH2:14][N:13]([C:27]([N:29]3[CH2:34][CH2:33][O:32][CH2:31][CH2:30]3)=[O:28])[CH2:12]2)[O:8][N:7]=1.[ClH:35]>O>[Cl:35][C:6]1[N:10]=[C:9]([CH:11]2[CH2:16][CH:15]([C:17]3[CH:22]=[CH:21][C:20]([C:23]([F:26])([F:25])[F:24])=[CH:19][CH:18]=3)[CH2:14][N:13]([C:27]([N:29]3[CH2:34][CH2:33][O:32][CH2:31][CH2:30]3)=[O:28])[CH2:12]2)[O:8][N:7]=1 |f:0.1|. Procedure details: A solution of 2.59 g (37.6 mmol) of sodium nitrite in 10 ml of water was added dropwise at 0° C. to a solution of 8.00 g (18.8 mmol) of the amine from Example 22A in 200 ml of concentrated hydrogen chloride solution. After the addition had ended, the mixture was stirred at 0° C. for 1 h and then at RT for 2 h. The reaction mixture was diluted with 1 N aqueous hydrogen chloride solution and extracted with dichloromethane. The organic phase was dried over magnesium sulphate, filtered and concentra... The reactants are O=C([O-])O, C[Si](C)(C)CCOCCl, Clc1ccc(-c2nc[nH]c2-c2ccc(Cl)cc2)cc1, [H-], [Na+], CN(C)C=O. The product is C[Si](C)(C)CCOCn1cnc(-c2ccc(Cl)cc2)c1-c1ccc(Cl)cc1. As a reaction SMILES: [C:31](=[O:32])([OH:33])[O-:34].[CH3:20][Si:21]([CH2:22][CH2:23][O:24][CH2:25][Cl:26])([CH3:27])[CH3:28].[Cl:1][c:2]1[cH:3][cH:4][c:5](-[c:8]2[n:9][cH:10][nH:11][c:12]2-[c:13]2[cH:14][cH:15][c:16]([Cl:19])[cH:17][cH:18]2)[cH:6][cH:7]1.[H-:29].[Na+:30].[O:35]=[CH:36][N:37]([CH3:38])[CH3:39]>>[Cl:1][c:2]1[cH:3][cH:4][c:5](-[c:8]2[n:9]([CH2:25][O:24][CH2:23][CH2:22][Si:21]([CH3:20])([CH3:27])[CH3:28])[cH:10][n:11][c:12]2-[c:13]2[cH:14][cH:15][c:16]([Cl:19])[cH:17][cH:18]2)[cH:6][cH:7]1. Reactants: peptide, peptide, C=1C=CC2=C(C1)N=NN2O (HOBT), N([C@@H](CC(C)C)C(=O)O)C(=O)OCC1C2=CC=CC=C2C2=CC=CC=C12 (Fmoc-Leu), acid anhydride, N([C@H](C(C)C)C(=O)OC1=C(F)C(F)=C(F)C(F)=C1F)C(=O)OCC1C2=CC=CC=C2C2=CC=CC=C12 (Fmoc-DVal-OPfp), N1CCCCC1.CN(C)C=O (piperidine DMF). Solvent: CN(C)C=O (DMF), O (H2O), CN(C)C=O (DMF), CN(C)C=O (DMF), CN(C)C=O (DMF). Conditions: time 1 hour. Product: N([C@@H](CC(C)C)C(=O)O)C(=O)OCC1C2=CC=CC=C2C2=CC=CC=C12 (Fmoc-Leu), N([C@H](C(C)C)C(=O)N[C@@H](CC(C)C)C(=O)O)C(=O)OCC1C2=CC=CC=C2C2=CC=CC=C12 (Fmoc-DVal-Leu). As a reaction SMILES: [NH:1]([C:10]([O:12][CH2:13][CH:14]1[C:26]2[C:21](=[CH:22][CH:23]=[CH:24][CH:25]=2)[C:20]2[C:15]1=[CH:16][CH:17]=[CH:18][CH:19]=2)=[O:11])[C@H:2]([C:7]([OH:9])=[O:8])[CH2:3][CH:4]([CH3:6])[CH3:5].N1CCCCC1.CN(C=O)C.[NH:38]([C:57]([O:59][CH2:60][CH:61]1[C:73]2[C:68](=[CH:69][CH:70]=[CH:71][CH:72]=2)[C:67]2[C:62]1=[CH:63][CH:64]=[CH:65][CH:66]=2)=[O:58])[C@@H:39]([C:43](OC1C(F)=C(F)C(F)=C(F)C=1F)=[O:44])[CH:40]([CH3:42])[CH3:41].C1C=CC2N(O)N=NC=2C=1>CN(C=O)C.O>[NH:1]([C:10]([O:12][CH2:13][CH:14]1[C:15]2[C:20](=[CH:19][CH:18]=[CH:17][CH:16]=2)[C:21]2[C:26]1=[CH:25][CH:24]=[CH:23][CH:22]=2)=[O:11])[C@H:2]([C:7]([OH:9])=[O:8])[CH2:3][CH:4]([CH3:6])[CH3:5].[NH:38]([C:57]([O:59][CH2:60][CH:61]1[C:62]2[C:67](=[CH:66][CH:65]=[CH:64][CH:63]=2)[C:68]2[C:73]1=[CH:72][CH:71]=[CH:70][CH:69]=2)=[O:58])[C@@H:39]([C:43]([NH:1][C@H:2]([C:7]([OH:9])=[O:8])[CH2:3][CH:4]([CH3:6])[CH3:5])=[O:44])[CH:40]([CH3:42])[CH3:41] |f:1.2|. Procedure: Fmoc-Leu-resin(0.093 mmol/g, 1.0 g) which was prepared from ULTROSYN B(Pharmacia LKB Biotechnology) and Fmoc-Leu by a symmetrical acid anhydride method, was previously swelled in DMF, and packed in a reaction column of a BIOLYNX 4175 peptide synthesizer(Pharmacia LKB Biotechnology) and a solid phase peptide synthesis was performed manually by the standard protocol; 20% piperidine/DMF was pumped through the reaction column for 10 min(flow rate: 3.5 ml/min) to deprotect Fmoc group. Then DMF was pu... Starting materials: C(C)(C)(C)OC(=O)NCCCOP(=O)=C(O)C[N+](C)(C)C (3-(t-Butyloxycarbonylamino)propyloxyphosphorylcholine), Cl (HCl). The solvent is C(Cl)(Cl)Cl (chloroform). Run at time 20 minute. Yields the product Cl.Cl.NCCCOP(=O)=C(O)C[N+](C)(C)C (3-Aminopropyloxyphosphorylcholine dihydrochloride). Yield: 96.0%. RXN SMILES: C(OC([NH:8][CH2:9][CH2:10][CH2:11][O:12][P:13](=[C:15]([CH2:17][N+:18]([CH3:21])([CH3:20])[CH3:19])[OH:16])=[O:14])=O)(C)(C)C.[ClH:22]>C(Cl)(Cl)Cl>[ClH:22].[ClH:22].[NH2:8][CH2:9][CH2:10][CH2:11][O:12][P:13](=[C:15]([CH2:17][N+:18]([CH3:19])([CH3:21])[CH3:20])[OH:16])=[O:14] |f:3.4.5|. Reported procedure: To a solution of 0.200 g (0.586 mmol) of 48 in 2 ml of chloroform was added 1 ml of HCl-saturated ether. The solution was shaken at room temperature for 20 minutes then concentrated to afford 0.190 g (96%) of the title compound as a colorless glass. Reactants: C(C)(C)(C)OC(=O)N1[C@@H](CCC1)CO ((S)-2-(hydroxymethyl)pyrrolidine-1-carboxylic acid tert-butyl ester), C1=CC(=CC=C1COC(=O)/N=N\C(=O)OCC2=CC=C(C=C2)Cl)Cl (di-(4-chlorobenzyl)azodicarboxylate), C1(=CC=CC=C1)P(C1=CC=CC=C1)C1=CC=CC=C1 (triphenylphosphine), BrC=1C=C(C=NC1)O (5-bromopyridin-3-ol). Yields the product C(C)(C)(C)OC(=O)N1[C@@H](CCC1)COC=1C=NC=C(C1)Br ((S)-2-((5-Bromopyridin-3-yloxy)methyl)pyrrolidine-1-carboxylic acid tert-butyl ester). As a reaction SMILES: [Br:1][C:2]1[CH:3]=[C:4]([OH:8])[CH:5]=[N:6][CH:7]=1.[C:9]([O:13][C:14]([N:16]1[CH2:20][CH2:19][CH2:18][C@H:17]1[CH2:21]O)=[O:15])([CH3:12])([CH3:11])[CH3:10].C1C(COC(/N=N\C(OCC2C=CC(Cl)=CC=2)=O)=O)=CC=C(Cl)C=1.C1(P(C2C=CC=CC=2)C2C=CC=CC=2)C=CC=CC=1>>[C:9]([O:13][C:14]([N:16]1[CH2:20][CH2:19][CH2:18][C@H:17]1[CH2:21][O:8][C:4]1[CH:5]=[N:6][CH:7]=[C:2]([Br:1])[CH:3]=1)=[O:15])([CH3:12])([CH3:10])[CH3:11]. Procedure details: In analogy to the procedure described for the preparation of intermediate A-7, 5-bromopyridin-3-ol was reacted with (S)-2-(hydroxymethyl)pyrrolidine-1-carboxylic acid tert-butyl ester in presence of di-(4-chlorobenzyl)azodicarboxylate and triphenylphosphine to give the title compound as a colorless oil. MS: 357.0 and 359.0 (M+H+).